Dataset: the Open Reaction Database (ORD), a public repository of structured organic reaction records. Task: describe an organic reaction: reactants, conditions, products, and yield The reactants are CO, CC(=O)c1ccc(C)cc1O. The product is CCc1ccc(C)cc1O. As a reaction SMILES: [CH3:12][OH:13].[OH:1][c:2]1[c:3]([C:9]([CH3:10])=[O:11])[cH:4][cH:5][c:6]([CH3:8])[cH:7]1>>[OH:1][c:2]1[c:3]([CH2:9][CH3:10])[cH:4][cH:5][c:6]([CH3:8])[cH:7]1.